From a dataset of the Open Reaction Database (ORD), a public repository of structured organic reaction records. describe an organic reaction: reactants, conditions, products, and yield The reactants are BrC(C(=O)OC)C1=CC=CC=C1 (methyl α-bromophenylacetate), 0.17, CC1=CC(=C2C(=N1)N(C(=N2)CC)CC2=CC(=C(C=C2)O)CC=C)C (5,7-dimethyl-2-ethyl-3-[4-hydroxy-3-(2-propen-1-yl)phenylmethyl]-3H-imidazo[4,5-b]pyridine), oil, [H-].[Na+] (sodium hydride). Solvent: CN(C)C=O (DMF), CN(C)C=O (DMF). Conditions: time 30 minute. Yields the product C(=O)(OC)C(OC1=C(C=C(C=C1)CN1C(=NC=2C1=NC(=CC2C)C)CC)CC=C)C2=CC=CC=C2 (3-[4-(1-carbomethoxy-1-phenylmethoxy)-3-(2-propen-1-yl)phenylmethyl]-5,7-dimethyl-2-ethyl-3H-imidazo[4,5-b]pyridine). As a reaction SMILES: [CH3:1][C:2]1[N:7]=[C:6]2[N:8]([CH2:13][C:14]3[CH:19]=[CH:18][C:17]([OH:20])=[C:16]([CH2:21][CH:22]=[CH2:23])[CH:15]=3)[C:9]([CH2:11][CH3:12])=[N:10][C:5]2=[C:4]([CH3:24])[CH:3]=1.[H-].[Na+].Br[CH:28]([C:33]1[CH:38]=[CH:37][CH:36]=[CH:35][CH:34]=1)[C:29]([O:31][CH3:32])=[O:30]>CN(C=O)C>[C:29]([CH:28]([C:33]1[CH:38]=[CH:37][CH:36]=[CH:35][CH:34]=1)[O:20][C:17]1[CH:18]=[CH:19][C:14]([CH2:13][N:8]2[C:6]3=[N:7][C:2]([CH3:1])=[CH:3][C:4]([CH3:24])=[C:5]3[N:10]=[C:9]2[CH2:11][CH3:12])=[CH:15][C:16]=1[CH2:21][CH:22]=[CH2:23])([O:31][CH3:32])=[O:30] |f:1.2|. Procedure: To a solution of 0.17 1 g (0.53 mmol) of the product of Step G dissolved in 2.5 mL of anhydrous DMF was added 0.023 g (0.58 mmol) of a 60% oil dispersion of sodium hydride and the reaction mixture was stirred under a nitrogen atmosphere for 30 minutes at room temperature. A solution of 0.134 g of methyl α-bromophenylacetate in 1.0 mL of DMF was then added via syringe and the reaction mixture was stirred an additional 1.5 hours. The reaction mixture was then partitioned between ethyl acetate and ... Reactants: CN(C)C=O, [Cl-], Clc1ccc2ncnn2n1, [H-], [Na+], [Na+], O, NS(=O)(=O)CCCO. The product is NS(=O)(=O)CCCOc1ccc2ncnn2n1. Reaction SMILES: [CH3:23][N:24]([CH3:25])[CH:26]=[O:27].[Cl-:22].[Cl:11][c:12]1[cH:13][cH:14][c:15]2[n:16]([n:17]1)[n:18][cH:19][n:20]2.[H-:1].[Na+:21].[Na+:2].[OH2:28].[OH:3][CH2:4][CH2:5][CH2:6][S:7](=[O:8])(=[O:9])[NH2:10]>>[O:3]([CH2:4][CH2:5][CH2:6][S:7](=[O:8])(=[O:9])[NH2:10])[c:12]1[cH:13][cH:14][c:15]2[n:16]([n:17]1)[n:18][cH:19][n:20]2. Reactants: C1(=CC=CC=C1)P(C1=CC=CC=C1)C1=CC=CC=C1 (triphenylphosphine), ClC=1C=C(C=CC1S(=O)(=O)C)[C@H](C(=O)O)CC1CCCC1 (2(R)-(3-chloro-4-methanesulfonyl-phenyl)-3-cyclopentyl-propionic acid), NC1=NC=C(C=C1)C (2-amino-5-picoline), N1=CC=CC=C1 (pyridine), BrN1C(CCC1=O)=O (N-bromosuccinimide). The solvent is O (water), C(Cl)Cl (methylene chloride). Run at temperature 0 celsius. The product is hexanes ethyl acetate, ClC=1C=C(C=CC1S(=O)(=O)C)[C@H](C(=O)NC1=NC=C(C=C1)C)CC1CCCC1 (2(R)-(3-chloro-4-methanesulfonyl-phenyl)-3-cyclopentyl-N-(5-methyl-pyridin-2-yl)-propionamide). Yield: 76.7%. Reaction SMILES: C1(P(C2C=CC=CC=2)C2C=CC=CC=2)C=CC=CC=1.BrN1C(=O)CCC1=O.[Cl:28][C:29]1[CH:30]=[C:31]([C@@H:39]([CH2:43][CH:44]2[CH2:48][CH2:47][CH2:46][CH2:45]2)[C:40]([OH:42])=O)[CH:32]=[CH:33][C:34]=1[S:35]([CH3:38])(=[O:37])=[O:36].[NH2:49][C:50]1[CH:55]=[CH:54][C:53]([CH3:56])=[CH:52][N:51]=1.N1C=CC=CC=1>C(Cl)Cl.O>[Cl:28][C:29]1[CH:30]=[C:31]([C@@H:39]([CH2:43][CH:44]2[CH2:48][CH2:47][CH2:46][CH2:45]2)[C:40]([NH:49][C:50]2[CH:55]=[CH:54][C:53]([CH3:56])=[CH:52][N:51]=2)=[O:42])[CH:32]=[CH:33][C:34]=1[S:35]([CH3:38])(=[O:36])=[O:37]. Reported procedure: A solution of triphenylphosphine (238 mg, 0.91 mmol) in methylene chloride (10 mL) was cooled to 0° C. and then treated with N-bromosuccinimide (183 mg, 1.03 mmol). The reaction mixture was stirred at 0° C. until it became homogeneous. The resulting light purple reaction mixture was then treated with 2(R)-(3-chloro-4-methanesulfonyl-phenyl)-3-cyclopentyl-propionic acid (prepared as in Example 137, 200 mg, 0.61 mmol). The reaction mixture was stirred at 0° C. for 20 min and then allowed to warm t... Starting materials: NC1=NC(=C2NC=NC2=N1)SCC1=CC=C(C=C1)C (2-amino-6- [(4-methylphenyl)methylthio]purine), C(C)(=O)OCC(CCI)COC(C)=O (2-acetoxymethyl-4-iodobut-1-yl acetate). Product: title compound, C(C)(=O)OCC(CCN1C=NC2=NC(=NC(=C12)SCC1=CC=C(C=C1)C)N)COC(C)=O (7-(4-acetoxy-3-acetoxymethylbut-1-yl)-2- amino-6-[(4-methylphenyl)methylthio]purine). Isolated yield 10.0%. As a reaction SMILES: [NH2:1][C:2]1[N:10]=[C:9]2[C:5]([NH:6][CH:7]=[N:8]2)=[C:4]([S:11][CH2:12][C:13]2[CH:18]=[CH:17][C:16]([CH3:19])=[CH:15][CH:14]=2)[N:3]=1.[C:20]([O:23][CH2:24][CH:25]([CH2:29][O:30][C:31](=[O:33])[CH3:32])[CH2:26][CH2:27]I)(=[O:22])[CH3:21]>>[C:20]([O:23][CH2:24][CH:25]([CH2:29][O:30][C:31](=[O:33])[CH3:32])[CH2:26][CH2:27][N:6]1[C:5]2[C:9](=[N:10][C:2]([NH2:1])=[N:3][C:4]=2[S:11][CH2:12][C:13]2[CH:18]=[CH:17][C:16]([CH3:19])=[CH:15][CH:14]=2)[N:8]=[CH:7]1)(=[O:22])[CH3:21]. Procedure: Using the previously described procedure 2-amino-6- [(4-methylphenyl)methylthio]purine (25 g) and 2-acetoxymethyl-4-iodobut-1-yl acetate (29 g) gave the title compound 33.3 g (79%) m.p. 102°-103°, and 4.2 g (9.9%) of 7-(4-acetoxy-3-acetoxymethylbut-1-yl)-2- amino-6-[(4-methylphenyl)methylthio]purine The reactants are O=C1C(=CN=C2N1CCC2)C(=O)OCC (ethyl 4-oxo-4,6,7,8-tetrahydro-pyrrolo[1,2-a]pyrimidine-3-carboxylate), Cl (hydrochloric acid). The solvent is [OH-].[Na+] (sodium hydroxide). The product is O=C1C(=CN=C2N1CCC2)C(=O)O (4-oxo-4,6,7,8-tetrahydro-pyrrolo[1,2-a]pyrimidine-3-carboxylic acid). Isolated yield 66.7%. Reaction SMILES: [O:1]=[C:2]1[N:7]2[CH2:8][CH2:9][CH2:10][C:6]2=[N:5][CH:4]=[C:3]1[C:11]([O:13]CC)=[O:12].Cl>[OH-].[Na+]>[O:1]=[C:2]1[N:7]2[CH2:8][CH2:9][CH2:10][C:6]2=[N:5][CH:4]=[C:3]1[C:11]([OH:13])=[O:12] |f:2.3|. Reported procedure: 10.4 g of ethyl 4-oxo-4,6,7,8-tetrahydro-pyrrolo[1,2-a]pyrimidine-3-carboxylate are dissolved in 50 ml of a 5% by W/V sodium hydroxide solution and after two hours the pH of the reaction mixture is adjusted to 2.5 with 36% by W/V hydrochloric acid solution. The precipitated crystals are filtered and washed with a small amount of cold water. 6.0 g (66.7%) of 4-oxo-4,6,7,8-tetrahydro-pyrrolo[1,2-a]pyrimidine-3-carboxylic acid are obtained, melting at 146° to 148° C. (decomposition). The reactants are CC#N, Fc1cnc(Cl)nc1Cl, COc1ccccc1N, C1COCCO1, O. Product: COc1ccccc1Nc1nc(Cl)ncc1F. As a reaction SMILES: [C:26](#[N:27])[CH3:28].[Cl:1][c:2]1[n:3][cH:4][c:5]([F:9])[c:6]([Cl:8])[n:7]1.[O:10]([CH3:11])[c:12]1[c:13]([NH2:14])[cH:15][cH:16][cH:17][cH:18]1.[O:19]1[CH2:20][CH2:21][O:22][CH2:23][CH2:24]1.[OH2:25]>>[Cl:1][c:2]1[n:3][cH:4][c:5]([F:9])[c:6]([NH:14][c:13]2[c:12]([O:10][CH3:11])[cH:18][cH:17][cH:16][cH:15]2)[n:7]1. Starting materials: C(C1C(Nc2cc(ccc12)[Cl])=O)=O, CC1=CN=C(C=C1)N, [C-]#[N+]C1CCCCC1. The reagents and catalysts are O=C(O)C(F)(F)F (trifluoroacetic acid). The solvent is CC(C)O (isopropyl alcohol), CC(C)O (isopropylalcohol). Reaction conditions: temperature 22 celsius, time 20 hour. Yields the product Cc1ccc2nc(C3C(Nc4cc(ccc34)[Cl])=O)c(NC3CCCCC3)n2c1. Yield: 0.0%. RXN SMILES: CC1=CC=C(N)N=C1.[C-]#[N+]C1CCCCC1.ClC1=CC=C2C(C=O)C(=O)NC2=C1>>CC1=CN2C(C=C1)=NC(C1C(=O)NC3=CC(Cl)=CC=C13)=C2NC1CCCCC1. Product: FC=1C=C(C=CC1C)N1N=CC=C1C1=NN(C=CC1=O)C1=CC(=CC=C1)S(=O)(=O)C (3-[2-(3-Fluoro-4-methyl-phenyl)-2H-pyrazol-3-yl]-1-(3-methanesulfonyl-phenyl)-1H-pyridazin-4-one). As a reaction SMILES: C[N:2](C)/[CH:3]=[CH:4]/[C:5]([C:7]1[C:12](=[O:13])[CH:11]=[CH:10][N:9]([C:14]2[CH:19]=[CH:18][CH:17]=[C:16]([S:20]([CH3:23])(=[O:22])=[O:21])[CH:15]=2)[N:8]=1)=O.[F:25][C:26]1[CH:27]=[C:28]([NH:33]N)[CH:29]=[CH:30][C:31]=1[CH3:32]>>[F:25][C:26]1[CH:27]=[C:28]([N:33]2[C:5]([C:7]3[C:12](=[O:13])[CH:11]=[CH:10][N:9]([C:14]4[CH:19]=[CH:18][CH:17]=[C:16]([S:20]([CH3:23])(=[O:22])=[O:21])[CH:15]=4)[N:8]=3)=[CH:4][CH:3]=[N:2]2)[CH:29]=[CH:30][C:31]=1[CH3:32]. Reactants: CN(/C=C/C(=O)C1=NN(C=CC1=O)C1=CC(=CC=C1)S(=O)(=O)C)C (3-((E)-3-dimethylamino-acryloyl)-1-(3-methansulfonyl-phenyl)-1H-pyridazin-4-one), FC=1C=C(C=CC1C)NN ((3-fluoro-4-methyl-phenyl)-hydrazine). Reported procedure: Reaction of 3-((E)-3-dimethylamino-acryloyl)-1-(3-methansulfonyl-phenyl)-1H-pyridazin-4-one (A-7) and (3-fluoro-4-methyl-phenyl)-hydrazine according to example 43 gave the desired product. MS: M=425.3 (M+H)+